From a dataset of the Open Reaction Database (ORD), a public repository of structured organic reaction records. describe an organic reaction: reactants, conditions, products, and yield The reactants are CC1=NOC(=C1B(O)O)C (3,5-dimethylisoxazol-4-ylboronic acid), BrC=1C=C2C3(C(NC2=CC1)=O)OCCO3 (5′-bromospiro[[1,3]dioxolane-2,3′-indolin]-2′-one), C(=O)([O-])[O-].[Na+].[Na+] (Na2CO3). Reagents/catalysts: CC(C)(C)P(C1=CC=C[CH-]1)C(C)(C)C.CC(C)(C)P(C1=CC=C[CH-]1)C(C)(C)C.[Cl-].[Cl-].[Fe+2].[Pd+2] (dichloro[1,1′-bis(di-tert-butylphosphino)ferrocene]palladium(II)). Run in O1CCOCC1.O (dioxane H2O). Run at temperature 110 celsius. The product is CC1=NOC(=C1C=1C=C2C3(C(NC2=CC1)=O)OCCO3)C (5′-(3,5-Dimethylisoxazol-4-yl)spiro[[1,3]dioxolane-2,3′-indolin]-2′-one). The yield is 60.2%. RXN SMILES: [CH3:1][C:2]1[C:6](B(O)O)=[C:5]([CH3:10])[O:4][N:3]=1.Br[C:12]1[CH:13]=[C:14]2[C:18](=[CH:19][CH:20]=1)[NH:17][C:16](=[O:21])[C:15]12[O:25][CH2:24][CH2:23][O:22]1.C([O-])([O-])=O.[Na+].[Na+]>O1CCOCC1.O.CC(P(C(C)(C)C)C1[CH-]C=CC=1)(C)C.CC(P(C(C)(C)C)C1[CH-]C=CC=1)(C)C.[Cl-].[Cl-].[Fe+2].[Pd+2]>[CH3:1][C:2]1[C:6]([C:12]2[CH:13]=[C:14]3[C:18](=[CH:19][CH:20]=2)[NH:17][C:16](=[O:21])[C:15]23[O:25][CH2:24][CH2:23][O:22]2)=[C:5]([CH3:10])[O:4][N:3]=1 |f:2.3.4,5.6,7.8.9.10.11.12|. Procedure details: A mixture of 3,5-dimethylisoxazol-4-ylboronic acid (159 g, 1.13 mol), dichloro[1,1′-bis(di-tert-butylphosphino)ferrocene]palladium(II) (23.6 g, 29 mmol), 5′-bromospiro[[1,3]dioxolane-2,3′-indolin]-2′-one (236 g, 0.87 mol) and Na2CO3 (184 g, 1.7 mol) in dioxane/H2O (1200 mL/300 mL) was heated to 110° C. for 12 h. The mixture was filtered through a pad of celite and concentrated in vacuo. The crude product was dissolved in CH2Cl2 (2 L), then hexane 2 L was added and the mixture was filtered again,... Reactants: ClC1=CC2=C(C(=N1)C(=O)O)C(=NN2C(C2=CC=CC=C2)(C2=CC=CC=C2)C2=CC=CC=C2)OC (6-chloro-3-methoxy-1-trityl-1H-pyrazolo[4,3-c]pyridine-4-carboxylic acid), C(C(=O)Cl)(=O)Cl (Oxalyl chloride), ClC1=CC2=C(C(=N1)C(=O)O)C(=NN2C(C2=CC=CC=C2)(C2=CC=CC=C2)C2=CC=CC=C2)OC (6-chloro-3-methoxy-1-trityl-1H-pyrazolo[4,3-c]pyridine-4-carboxylic acid), CN(C)C=O (DMF). Run in C(Cl)Cl (DCM). Run at temperature 0 celsius, time 1 hour. Yields the product ClC1=CC2=C(C(=N1)C(=O)Cl)C(=NN2C(C2=CC=CC=C2)(C2=CC=CC=C2)C2=CC=CC=C2)OC (6-chloro-3-methoxy-1-trityl-1H-pyrazolo[4,3-c]pyridine-4-carbonyl chloride). RXN SMILES: [Cl:1][C:2]1[N:7]=[C:6]([C:8]([OH:10])=O)[C:5]2[C:11]([O:33][CH3:34])=[N:12][N:13]([C:14]([C:27]3[CH:32]=[CH:31][CH:30]=[CH:29][CH:28]=3)([C:21]3[CH:26]=[CH:25][CH:24]=[CH:23][CH:22]=3)[C:15]3[CH:20]=[CH:19][CH:18]=[CH:17][CH:16]=3)[C:4]=2[CH:3]=1.CN(C=O)C.C(Cl)(=O)C([Cl:43])=O>C(Cl)Cl>[Cl:1][C:2]1[N:7]=[C:6]([C:8]([Cl:43])=[O:10])[C:5]2[C:11]([O:33][CH3:34])=[N:12][N:13]([C:14]([C:27]3[CH:32]=[CH:31][CH:30]=[CH:29][CH:28]=3)([C:21]3[CH:26]=[CH:25][CH:24]=[CH:23][CH:22]=3)[C:15]3[CH:16]=[CH:17][CH:18]=[CH:19][CH:20]=3)[C:4]=2[CH:3]=1. Procedure: 6-chloro-3-methoxy-1-trityl-1H-pyrazolo[4,3-c]pyridine-4-carboxylic acid (Intermediate 36B, 440 mg, 0.936 mmol) was taken up in DCM (9.32 ml). DMF (93 n1) was added and the reaction was cooled to 0° C. Oxalyl chloride (164 μl, 1.873 mmol) was added and the mixture was allowed to stir for 1 hr eventually reaching room temperature. The mixture was concentrated in vacuo and then further dried under high vacuum. The residue was carried forward without further purification. MS: [M+H]+ m/z 484 (Methyl... The reactants are [OH-].[Na+] (sodium hydroxide), N1(CCCCC1)C(=O)C1=C(C(=NO1)C)C(=O)OC (methyl 5-piperidinocarbonyl-3-methylisoxazole-4-carboxylate). Solvent: O (water), CO (methanol). Conditions: time 12 hour. The product is N1(CCCCC1)C(=O)C1=C(C(=NO1)C)C(=O)O (5-Piperidinocarbonyl-3-methyl-isoxazole-4-carboxylic acid). Yield: 91.0%. As a reaction SMILES: [OH-].[Na+].[N:3]1([C:9]([C:11]2[O:15][N:14]=[C:13]([CH3:16])[C:12]=2[C:17]([O:19]C)=[O:18])=[O:10])[CH2:8][CH2:7][CH2:6][CH2:5][CH2:4]1>O.CO>[N:3]1([C:9]([C:11]2[O:15][N:14]=[C:13]([CH3:16])[C:12]=2[C:17]([OH:19])=[O:18])=[O:10])[CH2:8][CH2:7][CH2:6][CH2:5][CH2:4]1 |f:0.1|. Procedure: Under a nitrogen blanket and at -15° to -10° C., 1.0 g (25.0 mmol) of sodium hydroxide in 20 ml of water was dripped over a period of 4 hours into a solution of 5.7 g (22.6 mmol) of methyl 5-piperidinocarbonyl-3-methylisoxazole-4-carboxylate in 20 ml of methanol, and the mixture was stirred for 12 hours at room temperature. The solution was evaporated down, the residue was taken up in 100 ml of water, the pH was adjusted to 8-9, and the mixture was extracted once with 100 ml of diethyl ether. Th... The yield is 56.4%. Yields the product NC=1C(=NC(=C(N1)N)Cl)C(=O)N=C(NCCCCCCCCCCCC(=O)N)N (12-[N′-(3,5-diamino-6-chloropyrazine-2-carbonyl)guanidino]-dodecanoic acid amide). RXN SMILES: C(N(C(C)C)CC)(C)C.Cl.[NH2:11][CH2:12][CH2:13][CH2:14][CH2:15][CH2:16][CH2:17][CH2:18][CH2:19][CH2:20][CH2:21][CH2:22][C:23]([NH2:25])=[O:24].I.[NH2:27][C:28]1[C:29]([C:36]([NH:38][C:39](=[NH:42])SC)=[O:37])=[N:30][C:31]([Cl:35])=[C:32]([NH2:34])[N:33]=1>C(O)C>[NH2:27][C:28]1[C:29]([C:36]([N:38]=[C:39]([NH2:42])[NH:11][CH2:12][CH2:13][CH2:14][CH2:15][CH2:16][CH2:17][CH2:18][CH2:19][CH2:20][CH2:21][CH2:22][C:23]([NH2:25])=[O:24])=[O:37])=[N:30][C:31]([Cl:35])=[C:32]([NH2:34])[N:33]=1 |f:1.2,3.4|. Reaction conditions: temperature 70 celsius, time 5 minute. Solvent: C(C)O (ethanol). Reported procedure: Diisopropylethylamine (0.24 mL, 1.38 mmol) was added to a suspension of 12-amino-dodecanoic acid amide hydrochloride (8) (0.068 g, 0.27 mmol) in absolute ethanol (5 mL). The resulting solution was stirred at 70° C. (oil bath) for 5 min, after which time 1-(3,5-diamino-6-chloropyrazine-2-carbonyl)-2-methylisothiourea hydriodide (115 mg, 0.30 mmol) was added in one portion. The reaction mixture was then stirred at this temperature for 3 hours then cooled to room temperature. After removal of the s... Starting materials: C(C)(C)N(CC)C(C)C (Diisopropylethylamine), Cl.NCCCCCCCCCCCC(=O)N (12-Aminododecanoic acid amide hydrochloride), I.NC=1C(=NC(=C(N1)N)Cl)C(=O)NC(SC)=N (1-(3,5-diamino-6-chloropyrazine-2-carbonyl)-2-methylisothiourea hydriodide). Run in CN(C=O)C (dimethylformamide), CN(C=O)C (dimethylformamide). As a reaction SMILES: O=CC1C=CC(O)=C(OC)C=1.[H-].[Na+].[OH:14][C:15]1[CH:20]=[CH:19][C:18]([CH:21]=[CH:22][C:23]([OH:25])=[O:24])=[CH:17][C:16]=1[O:26][CH3:27].OC1C=CC(CCC(O)=O)=CC=1OC.[Cl:42][C:43]1[CH:50]=[C:49]([Cl:51])[CH:48]=[CH:47][C:44]=1[CH2:45]Cl.S(=O)(=O)(O)O>CN(C)C=O>[Cl:42][C:43]1[CH:50]=[C:49]([Cl:51])[CH:48]=[CH:47][C:44]=1[CH2:45][O:14][C:15]1[CH:20]=[CH:19][C:18]([CH2:21][CH2:22][C:23]([OH:25])=[O:24])=[CH:17][C:16]=1[O:26][CH3:27] |f:1.2|. Procedure: 16.6 g. of vanillin, 22.4 g. of triethylphosphonoacetate, and 5.75 g. of sodium hydride - oil suspension (80%) in 100 ml. of dimethylformamide are reacted analogously to Example 75. Reaction time: 6 hours at 100°. 21 g. of the thus-obtained ethyl ester of 3-(4-hydroxy-3-methoxyphenyl)-acrylic acid is hydrogenated as described in Example 75. 10 g. of the thus-formed ethyl ester of 3-(4-hydroxy-3-methoxyphenyl)-propionic acid is combined in 100 ml. of dimethylformamide with 1.34 g. of sodium hydri... Yields the product ethyl ester, ClC1=C(COC2=C(C=C(C=C2)CCC(=O)O)OC)C=CC(=C1)Cl (3-[4-(2,4-dichlorobenzyloxy)-3-methoxyphenyl]-propionic acid). Run at time 2 hour. Reactants: ClC1=C(CCl)C=CC(=C1)Cl (2,4-dichlorobenzyl chloride), [H-].[Na+] (sodium hydride), ethyl ester, OC1=C(C=C(C=C1)CCC(=O)O)OC (3-(4-hydroxy-3-methoxyphenyl)-propionic acid), S(O)(O)(=O)=O (sulfuric acid), [H-].[Na+] (sodium hydride), ethyl ester, O=CC1=CC(OC)=C(O)C=C1 (vanillin), triethylphosphonoacetate, OC1=C(C=C(C=C1)C=CC(=O)O)OC (3-(4-hydroxy-3-methoxyphenyl)-acrylic acid). The reactants are [Na+].[Br-] (NaBr), CC1(CCCC(N1[O])(C)C)C (TEMPO), C(CN(CC(=O)O)CC(=O)O)N(CC(=O)O)CC(=O)O (EDTA), C(C)(=O)OO (Peracetic acid), C(=O)(O)[O-].[Na+] (NaHCO3), O=C[C@H](O)[C@@H](O)[C@@H](O)[C@H](O)C(=O)O (galacturonic acid), uronic acid, [OH-].[Na+] (NaOH), 6-carboxylic acid. Solvent: O (water). Reaction conditions: time 8 hour. The product is O([C@@H]1[C@H](O)[C@@H](O)[C@H](O)[C@H](O1)CO)C (Methyl α-D-glucopyranoside). RXN SMILES: [Na+].[Br-].[CH3:3]C1(C)N([O])C(C)(C)CCC1.C(N(CC(O)=O)CC(O)=O)CN(CC(O)=O)CC(O)=O.C([O-])(O)=O.[Na+].C(OO)(=O)C.[OH-].[Na+].[O:46]=[CH:47][C@@H:48]([C@H:50]([C@H:52]([C@@H:54]([C:56]([OH:58])=[O:57])[OH:55])[OH:53])[OH:51])O>O>[O:58]([CH3:3])[C@H:56]1[O:57][C@H:48]([CH2:47][OH:46])[C@@H:50]([OH:51])[C@H:52]([OH:53])[C@H:54]1[OH:55] |f:0.1,4.5,7.8,^1:6|. Procedure: One gram of MGP (5.15 mmol) was dissolved in 60 ml of water at room temperature To this solution were added 200 mg NaBr (1.94 mmol), 20 mg TEMPO (0.13 mmol), 10 mg EDTA (for stabilising the oxidising agent) and 2.5 g NaHCO3. Peracetic acid (1.32 mmol/ml) was added at a rate of 200 μl per 10 minutes until an excess amount, calculated on a theoretical basis for 100% oxidation to 6-carboxylic acid (14.6 mmol), had been added. The pH was maintained at 7 by addition of 1 M NaOH using a pH-stat. The r... Starting materials: CC(C)(C)O, C1CCOC1, C[N+]1([O-])CCOCC1, CCOC(C)=O, O=Cc1ccc2c(c1)CCC(NC(=O)CC1C(=O)NCCN1S(=O)(=O)c1ccc(Cl)cc1)C2, O=P([O-])([O-])[O-], O=[Os](=O)(=O)=O, O. Product: C=Cc1ccc2c(c1)CCC(NC(=O)CC1C(=O)NCCN1S(=O)(=O)c1ccc(Cl)cc1)C2. Reaction SMILES: [C:34]([OH:35])([CH3:36])([CH3:37])[CH3:38].[CH2:39]1[O:40][CH2:41][CH2:42][CH2:43]1.[CH3:45][N+:46]1([O-:47])[CH2:48][CH2:49][O:50][CH2:51][CH2:52]1.[CH3:58][CH2:59][O:60][C:61]([CH3:62])=[O:63].[Cl:1][c:2]1[cH:3][cH:4][c:5]([S:8](=[O:9])(=[O:10])[N:11]2[CH:12]([CH2:18][C:19](=[O:20])[NH:21][CH:22]3[CH2:23][c:24]4[cH:25][cH:26][c:27]([CH:32]=[O:33])[cH:28][c:29]4[CH2:30][CH2:31]3)[C:13](=[O:17])[NH:14][CH2:15][CH2:16]2)[cH:6][cH:7]1.[O-:53][P:54](=[O:55])([O-:56])[O-:57].[O:64]=[Os:65](=[O:66])(=[O:67])=[O:68].[OH2:44]>>[Cl:1][c:2]1[cH:3][cH:4][c:5]([S:8](=[O:9])(=[O:10])[N:11]2[CH:12]([CH2:18][C:19](=[O:20])[NH:21][CH:22]3[CH2:23][c:24]4[cH:25][cH:26][c:27]([CH:32]=[CH2:34])[cH:28][c:29]4[CH2:30][CH2:31]3)[C:13](=[O:17])[NH:14][CH2:15][CH2:16]2)[cH:6][cH:7]1. Starting materials: O (water), C(C)(C)(C)C1=CN(/C(/S1)=N/C(C1=C(C=CC(=C1)C(F)(F)F)F)=O)C[C@@H]1OCCC1 (N-[(2Z)-5-tert-butyl-3-[(2R)-tetrahydro furan-2-ylmethyl]-1,3-thiazol-2(3H)-ylidene]-2-fluoro-5-(trifluoromethyl)benzamide), Cl.C(C)(C)(C)NN (tert-butylhydrazine hydrochloride), C([O-])([O-])=O.[K+].[K+] (potassium carbonate). Solvent: CN(C)C=O (DMF). The product is C(C)(C)(C)NNC1=C(C(=O)\N=C\2/SC(=CN2C[C@@H]2OCCC2)C(C)(C)C)C=C(C=C1)C(F)(F)F (2-(2-tert-butylhydrazino)-N-[(2Z)-5-tert-butyl-3-[(2R)-tetrahydrofuran-2-ylmethyl]-1,3-thiazol-2(3H)-ylidene]-5-(trifluoromethyl)benzamide). Yield: 20.1%. As a reaction SMILES: [C:1]([C:5]1[S:9]/[C:8](=[N:10]\[C:11](=[O:23])[C:12]2[CH:17]=[C:16]([C:18]([F:21])([F:20])[F:19])[CH:15]=[CH:14][C:13]=2F)/[N:7]([CH2:24][C@H:25]2[CH2:29][CH2:28][CH2:27][O:26]2)[CH:6]=1)([CH3:4])([CH3:3])[CH3:2].Cl.[C:31]([NH:35][NH2:36])([CH3:34])([CH3:33])[CH3:32].C(=O)([O-])[O-].[K+].[K+].O>CN(C=O)C>[C:31]([NH:35][NH:36][C:13]1[CH:14]=[CH:15][C:16]([C:18]([F:21])([F:19])[F:20])=[CH:17][C:12]=1[C:11](/[N:10]=[C:8]1\[S:9][C:5]([C:1]([CH3:3])([CH3:2])[CH3:4])=[CH:6][N:7]\1[CH2:24][C@H:25]1[CH2:29][CH2:28][CH2:27][O:26]1)=[O:23])([CH3:34])([CH3:33])[CH3:32] |f:1.2,3.4.5|. Procedure details: A mixture of Example 1A (300 mg, 0.7 mmol), tert-butylhydrazine hydrochloride (261 mg, 2.1 mmol) and potassium carbonate (385 mg, 2.8 mmol) in DMF (15 mL) was stirred at 40° C. for 24 hours. The mixture was poured into water and extracted with ethyl acetate. The acetate extract was washed with water, brine, dried with MgSO4, and concentrated under reduced pressure. Purification by chromatography (SiO2) afforded 70 mg of the title compound. 1H NMR (300 MHz, DMSO-d6) δ ppm 1.08 (s, 9 H), 1.30-1.35... The reactants are [OH-].[Na+] (sodium hydroxide), C=O (formalin), C(CCCCCCCCC)C1=CC=C(C=C1)C[N+](=O)[O-] (4-Decylphenylnitromethane), C(C)O (ethanol). Reaction conditions: temperature 50 celsius. The product is C(CCCCCCCCC)C1=CC=C(C=C1)C(CO)(CO)[N+](=O)[O-] (2-(4-Decylphenyl)-2-nitro-1,3-propanediol). RXN SMILES: [CH2:1]([C:11]1[CH:16]=[CH:15][C:14]([CH2:17][N+:18]([O-:20])=[O:19])=[CH:13][CH:12]=1)[CH2:2][CH2:3][CH2:4][CH2:5][CH2:6][CH2:7][CH2:8][CH2:9][CH3:10].[OH-:21].[Na+].[CH2:23]=O.[CH2:25]([OH:27])C>>[CH2:1]([C:11]1[CH:12]=[CH:13][C:14]([C:17]([N+:18]([O-:20])=[O:19])([CH2:25][OH:27])[CH2:23][OH:21])=[CH:15][CH:16]=1)[CH2:2][CH2:3][CH2:4][CH2:5][CH2:6][CH2:7][CH2:8][CH2:9][CH3:10] |f:1.2|. Reported procedure: 4-Decylphenylnitromethane (555 mg) was dissolved in ethanol (5 ml) and thereto were added a 1N aqueous sodium hydroxide solution (0.02 ml) and 37% formalin (0.45 ml). The mixture was heated at 50° C. for 6 hours. The solvent was distilled away and the residue was extracted with ethyl acetate. The extract was washed with saturated brine and dried over anhydrous sodium sulfate. The solvent was distilled away and the residue was crystallized from hexane to give 1.75 g of the colorless, scale-like s... Starting materials: C[Si]([N-][Si](C)(C)C)(C)C.[K+] (potassium hexamethyldisilazide), C(=O)C12CCC(CC1)(CC2)C(=O)OC (methyl 4-formylbicyclo[2.2.2]octane-1-carboxylate). The reagents and catalysts are [Br-].C[P+](C1=CC=CC=C1)(C1=CC=CC=C1)C1=CC=CC=C1 (methyltriphenylphosphonium bromide). Run in C1CCOC1 (THF), CCOC(=O)C (EtOAc). Reaction conditions: time 5 minute. The product is C(=C)C12CCC(CC1)(CC2)C(=O)OC (methyl 4-vinylbicyclo[2.2.2]octane-1-carboxylate). RXN SMILES: [CH3:1][Si](C)(C)[N-][Si](C)(C)C.[K+].[CH:11]([C:13]12[CH2:20][CH2:19][C:16]([C:21]([O:23][CH3:24])=[O:22])([CH2:17][CH2:18]1)[CH2:15][CH2:14]2)=O>[Br-].C[P+](C1C=CC=CC=1)(C1C=CC=CC=1)C1C=CC=CC=1.C1COCC1.CCOC(C)=O>[CH:11]([C:13]12[CH2:20][CH2:19][C:16]([C:21]([O:23][CH3:24])=[O:22])([CH2:17][CH2:18]1)[CH2:15][CH2:14]2)=[CH2:1] |f:0.1,3.4|. Reported procedure: To a stirred solution of methyltriphenylphosphonium bromide (9.1 g, 12.8 mmol) in THF (50 ml) at 0° C. was added potassium hexamethyldisilazide (0.5M in toluene, 48.6 ml), dropwise over 5 min. The resulting mixture was allowed to warm up to room temperature over 1 h, then cooled again to 0° C. and treated with methyl 4-formylbicyclo[2.2.2]octane-1-carboxylate 15-A (Chapman, N. B. et al. J. Org. Chem., 1970, 35, 917) (2.5 g, 12.8 mmol). The reaction mixture was stirred at room temperature for 18 ...